This data is from the Open Reaction Database (ORD), a public repository of structured organic reaction records. The task is: describe an organic reaction: reactants, conditions, products, and yield Reactants: [OH-].[Na+] (NaOH), C(C)OC(C(CC1=CC=C(C=C1)O)(C)OC=1C=C(C=CC1)C)=O (2-(m-tolyloxy)-3-(4-hydroxyphenyl)-2-methyl-propionic acid ethyl ester), C1(=CC(=CC=C1)C=1OC(=C(N1)CCOS(=O)(=O)C1=CC=C(C=C1)C)C)C1=CC=CC=C1 (toluene-4-sulfonic acid 2-(2-biphenyl-3-yl-5-methyloxazol-4-yl)ethyl ester), C(=O)([O-])[O-].[K+].[K+] (K2CO3). Solvent: C(C)O (ethanol), C(C)O (ethanol). Product: C1(=CC(=CC=C1)C=1OC(=C(N1)CCOC1=CC=C(C=C1)CC(C(=O)O)(OC=1C=C(C=CC1)C)C)C)C1=CC=CC=C1 (3-(4-[2-(2-biphenyl-3-yl-5-methyl-oxazol-4-yl)-ethoxy]-phenyl}-2-methyl-2-m-tolyloxy-propionic acid). Reaction SMILES: C([O:3][C:4](=[O:23])[C:5]([O:15][C:16]1[CH:17]=[C:18]([CH3:22])[CH:19]=[CH:20][CH:21]=1)([CH3:14])[CH2:6][C:7]1[CH:12]=[CH:11][C:10]([OH:13])=[CH:9][CH:8]=1)C.[C:24]1([C:49]2[CH:54]=[CH:53][CH:52]=[CH:51][CH:50]=2)[CH:29]=[CH:28][CH:27]=[C:26]([C:30]2[O:31][C:32]([CH3:48])=[C:33]([CH2:35][CH2:36]OS(C3C=CC(C)=CC=3)(=O)=O)[N:34]=2)[CH:25]=1.C([O-])([O-])=O.[K+].[K+].[OH-].[Na+]>C(O)C>[C:24]1([C:49]2[CH:50]=[CH:51][CH:52]=[CH:53][CH:54]=2)[CH:29]=[CH:28][CH:27]=[C:26]([C:30]2[O:31][C:32]([CH3:48])=[C:33]([CH2:35][CH2:36][O:13][C:10]3[CH:11]=[CH:12][C:7]([CH2:6][C:5]([CH3:14])([O:15][C:16]4[CH:17]=[C:18]([CH3:22])[CH:19]=[CH:20][CH:21]=4)[C:4]([OH:3])=[O:23])=[CH:8][CH:9]=3)[N:34]=2)[CH:25]=1 |f:2.3.4,5.6|. Reported procedure: A mixture of 2-(m-tolyloxy)-3-(4-hydroxyphenyl)-2-methyl-propionic acid ethyl ester (0.095 g, 0.030 mmol), toluene-4-sulfonic acid 2-(2-biphenyl-3-yl-5-methyloxazol-4-yl)ethyl ester (0.030 mmol) and 325 mesh K2CO3 (0.084 g, 0.60 mmol) in ethanol (2 mL) was heated to reflux for 24 h under N2. Aqueous 5N NaOH (0.5 mL) and additional ethanol (1 mL) was added to the reaction mixture and it was heated at reflux for an additional 2 h. The reaction was cooled and the solvent removed in vacuo. The resid... Reactants: C(C)(C)(C)C1=CC=C(C=C1)S(=O)(=O)NC1=C(C(=NN1C)OCCO)C1=CC=C(C=C1)C(F)(F)F (4-(tert-butyl)-N-{3-(2-hydroxyethoxy)-1-methyl-4-[4-(trifluoromethyl)phenyl]-1H-pyrazol-5-yl}benzenesulfonamide), [H-].[Na+] (sodium hydride), BrC=1C=NC(=NC1)Cl (5-bromo-2-chloropyrimidine), [Cl-].[NH4+] (ammonium chloride). The solvent is C1CCOC1 (THF), O (Water). Run at temperature 0 celsius, time 1 hour. Product: BrC=1C=NC(=NC1)OCCOC1=NN(C(=C1C1=CC=C(C=C1)C(F)(F)F)NS(=O)(=O)C1=CC=C(C=C1)C(C)(C)C)C (N-{3-{2-[(5-bromo-2-pyrimidinyl)oxy]ethoxy}-1-methyl-4-[4-(trifluoromethyl)phenyl]-1H-pyrazol-5-yl}-4-(tert-butyl)benzenesulfonamide), solid. As a reaction SMILES: [C:1]([C:5]1[CH:10]=[CH:9][C:8]([S:11]([NH:14][C:15]2[N:19]([CH3:20])[N:18]=[C:17]([O:21][CH2:22][CH2:23][OH:24])[C:16]=2[C:25]2[CH:30]=[CH:29][C:28]([C:31]([F:34])([F:33])[F:32])=[CH:27][CH:26]=2)(=[O:13])=[O:12])=[CH:7][CH:6]=1)([CH3:4])([CH3:3])[CH3:2].[H-].[Na+].[Br:37][C:38]1[CH:39]=[N:40][C:41](Cl)=[N:42][CH:43]=1.[Cl-].[NH4+]>C1COCC1.O>[Br:37][C:38]1[CH:39]=[N:40][C:41]([O:24][CH2:23][CH2:22][O:21][C:17]2[C:16]([C:25]3[CH:26]=[CH:27][C:28]([C:31]([F:34])([F:32])[F:33])=[CH:29][CH:30]=3)=[C:15]([NH:14][S:11]([C:8]3[CH:7]=[CH:6][C:5]([C:1]([CH3:4])([CH3:2])[CH3:3])=[CH:10][CH:9]=3)(=[O:12])=[O:13])[N:19]([CH3:20])[N:18]=2)=[N:42][CH:43]=1 |f:1.2,4.5|. Procedure details: To 4-(tert-butyl)-N-{3-(2-hydroxyethoxy)-1-methyl-4-[4-(trifluoromethyl)phenyl]-1H-pyrazol-5-yl}benzenesulfonamide (Example 12) (60 mg) in THF (6 ml) at 0° C. was added sodium hydride (12 mg of a 60% dispersion in oil) followed by the 5-bromo-2-chloropyrimidine (39 mg) The reaction was stirred for one hour at 0° C. and then at room temperature overnight. Water (5 ml) was then added to the reaction followed by saturated aqueous ammonium chloride (5 ml) and the mixture was extracted with ethyl ace... Starting materials: CCOC(=O)Cc1cnc(-c2ccc(C(CC)(CC)c3ccc(C=CC(O)(C(F)(F)F)C(F)(F)F)c(C)c3)cc2C)nc1, CO, Cl, [Na+], [OH-]. Product: CCC(CC)(c1ccc(C=CC(O)(C(F)(F)F)C(F)(F)F)c(C)c1)c1ccc(-c2ncc(CC(=O)O)cn2)c(C)c1. As a reaction SMILES: [CH2:3]([CH3:4])[O:5][C:6]([CH2:7][c:8]1[cH:9][n:10][c:11](-[c:14]2[c:15]([CH3:44])[cH:16][c:17]([C:20]([CH2:21][CH3:22])([c:23]3[cH:24][c:25]([CH3:41])[c:26]([CH:29]=[CH:30][C:31]([C:32]([F:33])([F:34])[F:35])([C:36]([F:37])([F:38])[F:39])[OH:40])[cH:27][cH:28]3)[CH2:42][CH3:43])[cH:18][cH:19]2)[n:12][cH:13]1)=[O:45].[CH3:47][OH:48].[ClH:46].[Na+:2].[OH-:1]>>[O:5]=[C:6]([CH2:7][c:8]1[cH:9][n:10][c:11](-[c:14]2[c:15]([CH3:44])[cH:16][c:17]([C:20]([CH2:21][CH3:22])([c:23]3[cH:24][c:25]([CH3:41])[c:26]([CH:29]=[CH:30][C:31]([C:32]([F:33])([F:34])[F:35])([C:36]([F:37])([F:38])[F:39])[OH:40])[cH:27][cH:28]3)[CH2:42][CH3:43])[cH:18][cH:19]2)[n:12][cH:13]1)[OH:45]. Starting materials: [BH4-], CCCC(=O)C1CCN(C(=O)OC(C)(C)C)C1, CO, [Na+]. The product is CCCC(O)C1CCN(C(=O)OC(C)(C)C)C1. Reaction SMILES: [BH4-:1].[C:3]([CH3:4])([CH3:5])([CH3:6])[O:7][C:8](=[O:9])[N:10]1[CH2:11][CH:12]([C:15]([CH2:16][CH2:17][CH3:18])=[O:19])[CH2:13][CH2:14]1.[CH3:20][OH:21].[Na+:2]>>[C:3]([CH3:4])([CH3:5])([CH3:6])[O:7][C:8](=[O:9])[N:10]1[CH2:11][CH:12]([CH:15]([CH2:16][CH2:17][CH3:18])[OH:19])[CH2:13][CH2:14]1. The reactants are OC1=C(C=CC=C1)N1C=C(C=C1)C1=CC=CC=C1 (1-(2-hydroxyphenyl)-3-phenyl-pyrrole), Cl (hydrochloride). Product: CN(C)CCOC1=C(C=CC=C1)N1C=C(C=C1)C1=CC=CC=C1 (1-{2-[2(N,N-dimethylamino)ethyl]oxy-phenyl}-3-phenyl-pyrrole). Reaction SMILES: [OH:1][C:2]1[CH:7]=[CH:6][CH:5]=[CH:4][C:3]=1[N:8]1[CH:12]=[CH:11][C:10]([C:13]2[CH:18]=[CH:17][CH:16]=[CH:15][CH:14]=2)=[CH:9]1.Cl>>[CH3:9][N:8]([CH2:3][CH2:2][O:1][C:2]1[CH:7]=[CH:6][CH:5]=[CH:4][C:3]=1[N:8]1[CH:12]=[CH:11][C:10]([C:13]2[CH:14]=[CH:15][CH:16]=[CH:17][CH:18]=2)=[CH:9]1)[CH3:12]. Procedure: This is prepared from 1-(2-hydroxyphenyl)-3-phenyl-pyrrole analogously to Example 12 (step b). Melting point: 116-121° C. (hydrochloride); Starting materials: Cl (hydrochloric acid), ClC=1C=CC(=C(C1)B(O)O)O ((5-Chloro-2-hydroxyphenyl)boronic acid), ClC1=CC(=NC=C1)C#N (4-chloropyridine-2-carbonitrile), (1,1′-bis(diphenylphosphino)ferrocene)dichloropalladium(II), C([O-])([O-])=O.[Na+].[Na+] (sodium carbonate). Solvent: O1CCOCC1 (1,4-dioxane), O (water). Reaction conditions: temperature 100 celsius. The product is ClC=1C=CC(=C(C1)C1=CC(=NC=C1)C#N)O (4-(5-Chloro-2-hydroxyphenyl)pyridine-2-carbonitrile). The yield is 8.6%. As a reaction SMILES: [Cl:1][C:2]1[CH:3]=[CH:4][C:5]([OH:11])=[C:6](B(O)O)[CH:7]=1.Cl[C:13]1[CH:18]=[CH:17][N:16]=[C:15]([C:19]#[N:20])[CH:14]=1.C(=O)([O-])[O-].[Na+].[Na+].Cl>O1CCOCC1.O>[Cl:1][C:2]1[CH:3]=[CH:4][C:5]([OH:11])=[C:6]([C:13]2[CH:18]=[CH:17][N:16]=[C:15]([C:19]#[N:20])[CH:14]=2)[CH:7]=1 |f:2.3.4|. Procedure details: (5-Chloro-2-hydroxyphenyl)boronic acid (2.0 g, 0.012 mol), 4-chloropyridine-2-carbonitrile (1.61 g, 0.012 mol), (1,1′-bis(diphenylphosphino)ferrocene)dichloropalladium(II) (0.424 g, 0.00058 mol) and sodium carbonate (3.7 g, 0.035 mol) in 1,4-dioxane (20.0 mL) and deionised water (1.0 mL) were degassed with nitrogen (×3) before heating at 100° C. for 18 hours under nitrogen. The reaction was cooled and hydrochloric acid (2.0 M aqueous solution, 30.0 mL) added. Reaction was filtered, washing with ... Reactants: CC(=O)C(=CN(C)C)c1ccccc1[N+](=O)[O-], C1COCCO1, O. The product is CC(=O)Cc1ccccc1[N+](=O)[O-]. RXN SMILES: [C:1]([CH3:2])(=[O:3])[C:4](=[CH:5][N:6]([CH3:7])[CH3:8])[c:9]1[c:10]([N+:15](=[O:16])[O-:17])[cH:11][cH:12][cH:13][cH:14]1.[O:19]1[CH2:20][CH2:21][O:22][CH2:23][CH2:24]1.[OH2:18]>>[C:1]([CH3:2])(=[O:3])[CH2:4][c:9]1[c:10]([N+:15](=[O:16])[O-:17])[cH:11][cH:12][cH:13][cH:14]1.